From a dataset of the Open Reaction Database (ORD), a public repository of structured organic reaction records. describe an organic reaction: reactants, conditions, products, and yield Reactants: FC(C1=CC=C(C=N1)CC#N)(F)F ((6-trifluoromethyl-pyridin-3-yl)-acetonitrile), CN1C(N(C2=C1C=CC(=C2)[N+](=O)[O-])C)=O (1,3-dimethyl-5-nitro-1,3-dihydro-benzoimidazol-2-one), NH4OAc. Reagents/catalysts: [Pd] (Pd/C). Run in CO (MeOH). Run at temperature 60 celsius, time 72 hour. Yields the product CN1C(N(C2=C1C=CC(=C2)NCCC=2C=NC(=CC2)C(F)(F)F)C)=O (1,3-Dimethyl-5-[2-(6-trifluoromethyl-pyridin-3-yl)-ethylamino]-1,3-dihydrobenzoimidazol-2-one). The yield is 25.0%. RXN SMILES: [F:1][C:2]([F:13])([F:12])[C:3]1[N:8]=[CH:7][C:6]([CH2:9][C:10]#[N:11])=[CH:5][CH:4]=1.[CH3:14][N:15]1[C:19]2[CH:20]=[CH:21][C:22]([N+]([O-])=O)=[CH:23][C:18]=2[N:17]([CH3:27])[C:16]1=[O:28]>CO.[Pd]>[CH3:27][N:17]1[C:18]2[CH:23]=[CH:22][C:21]([NH:11][CH2:10][CH2:9][C:6]3[CH:7]=[N:8][C:3]([C:2]([F:12])([F:1])[F:13])=[CH:4][CH:5]=3)=[CH:20][C:19]=2[N:15]([CH3:14])[C:16]1=[O:28]. Procedure details: A solution of (6-trifluoromethyl-pyridin-3-yl)-acetonitrile (223 mg, 1.21 mmol, prepared as per example 1, step 1) and 1,3-dimethyl-5-nitro-1,3-dihydro-benzoimidazol-2-one (240 mg, 2.41 mmol, commercially available) in MeOH (10 mL) was treated with NH4OAc (13.00 mmol) and 10% Pd/C (200 mg) and stirred at 60° C. for 72 h. Filtration, concentration and purification by chromatography (SiO2, heptane:ethyl acetate=95:5 to 60:40) afforded the title compound (216 mg, 25%) as a light yellow oil. MS m/e:... The reactants are CN(C(CC1=C(C=CC(=C1)C1CC1)NC1=C(C=C(C=C1)C1=CC=C(C=C1)F)F)=O)C (N,N-dimethyl-5-cyclopropyl-2-[2′-fluoro-4′-(4-fluorophenyl)anilino]phenylacetamide), [OH-].[Na+] (NaOH). Solvent: CCO (EtOH). The product is C1(CC1)C=1C=CC(=C(C1)CC(=O)O)NC1=C(C=C(C=C1)C1=CC=C(C=C1)F)F (5-Cyclopropyl-2-[2′-fluoro-4′-(4-fluorophenyl)anilino]phenylacetic Acid). As a reaction SMILES: CN(C)[C:3](=[O:29])[CH2:4][C:5]1[CH:10]=[C:9]([CH:11]2[CH2:13][CH2:12]2)[CH:8]=[CH:7][C:6]=1[NH:14][C:15]1[CH:20]=[CH:19][C:18]([C:21]2[CH:26]=[CH:25][C:24]([F:27])=[CH:23][CH:22]=2)=[CH:17][C:16]=1[F:28].[OH-:31].[Na+]>CCO>[CH:11]1([C:9]2[CH:8]=[CH:7][C:6]([NH:14][C:15]3[CH:20]=[CH:19][C:18]([C:21]4[CH:26]=[CH:25][C:24]([F:27])=[CH:23][CH:22]=4)=[CH:17][C:16]=3[F:28])=[C:5]([CH2:4][C:3]([OH:29])=[O:31])[CH:10]=2)[CH2:13][CH2:12]1 |f:1.2|. Reported procedure: A solution of N,N-dimethyl-5-cyclopropyl-2-[2′-fluoro-4′-(4-fluorophenyl)anilino]phenylacetamide (575 mg) in 10 mL of 4 N NaOH and 20 mL of EtOH is heated overnight at 80° C. After cooling, the EtOH is removed under reduced pressure and the residue is diluted with EtOAc and cold water. The mixture is cooled in an ice bath and cold 2.5 N HCl is added until the pH of the aqueous layer reaches 2. The organic phase is separated, washed with brine, dried (Na2SO4) and concentrated in vacuo to give a b... The reactants are CC=1C=C2C=CC=NC2=CC1 (6-methylquinoline), C1CC(=O)N(C1=O)Br (NBS), C(C1=CC=CC=C1)(=O)OOC(C1=CC=CC=C1)=O (benzoyl peroxide). The solvent is C(Cl)(Cl)(Cl)Cl (CCl4). The product is BrCC=1C=C2C=CC=NC2=CC1 (6-bromomethylquinoline). Isolated yield 54.0%. RXN SMILES: [CH3:1][C:2]1[CH:3]=[C:4]2[C:9](=[CH:10][CH:11]=1)[N:8]=[CH:7][CH:6]=[CH:5]2.C1C(=O)N([Br:19])C(=O)C1.C(OOC(=O)C1C=CC=CC=1)(=O)C1C=CC=CC=1>C(Cl)(Cl)(Cl)Cl>[Br:19][CH2:1][C:2]1[CH:3]=[C:4]2[C:9](=[CH:10][CH:11]=1)[N:8]=[CH:7][CH:6]=[CH:5]2. Reported procedure: To a solution of 6-methylquinoline (2.15 g, 15.0 mmol) in CCl4 (30 mL) was added NBS (2.92 g, 16.5 mmol) and benzoyl peroxide (BP, 0.36 g, 1.5 mmol) at room temperature. The mixture was heated at reflux for 2 hours. After cooling, the mixture was evaporated under vacuum to give a yellow solid, which was extracted with Petroleum Ether (30 mL×5). The extracts were concentrated under vacuum to give crude 6-bromomethylquinoline (1.8 g), which was used directly in the next step. Starting materials: CCO, Cc1ccccc1, Brc1cccc(SC2CCCC2)c1, OB(O)c1ccc(C(F)(F)F)cc1, [Na+], [Na+], O=C([O-])[O-], O, [Pd], c1ccc(P(c2ccccc2)c2ccccc2)cc1, c1ccc(P(c2ccccc2)c2ccccc2)cc1, c1ccc(P(c2ccccc2)c2ccccc2)cc1, c1ccc(P(c2ccccc2)c2ccccc2)cc1. Product: FC(F)(F)c1ccc(-c2cccc(SC3CCCC3)c2)cc1. Reaction SMILES: [CH3:118][CH2:119][OH:120].[CH3:33][c:34]1[cH:35][cH:36][cH:37][cH:38][cH:39]1.[CH:14]1([S:19][c:20]2[cH:21][c:22]([Br:26])[cH:23][cH:24][cH:25]2)[CH2:15][CH2:16][CH2:17][CH2:18]1.[F:1][C:2]([c:3]1[cH:4][cH:5][c:6]([B:9]([OH:10])[OH:11])[cH:7][cH:8]1)([F:12])[F:13].[Na+:27].[Na+:28].[O-:29][C:30](=[O:31])[O-:32].[OH2:117].[Pd:40].[c:41]1([P:42]([c:43]2[cH:44][cH:45][cH:46][cH:47][cH:48]2)[c:49]2[cH:50][cH:51][cH:52][cH:53][cH:54]2)[cH:55][cH:56][cH:57][cH:58][cH:59]1.[c:60]1([P:61]([c:62]2[cH:63][cH:64][cH:65][cH:66][cH:67]2)[c:68]2[cH:69][cH:70][cH:71][cH:72][cH:73]2)[cH:74][cH:75][cH:76][cH:77][cH:78]1.[c:79]1([P:80]([c:81]2[cH:82][cH:83][cH:84][cH:85][cH:86]2)[c:87]2[cH:88][cH:89][cH:90][cH:91][cH:92]2)[cH:93][cH:94][cH:95][cH:96][cH:97]1.[c:98]1([P:99]([c:100]2[cH:101][cH:102][cH:103][cH:104][cH:105]2)[c:106]2[cH:107][cH:108][cH:109][cH:110][cH:111]2)[cH:112][cH:113][cH:114][cH:115][cH:116]1>>[F:1][C:2]([c:3]1[cH:4][cH:5][c:6](-[c:22]2[cH:21][c:20]([S:19][CH:14]3[CH2:15][CH2:16][CH2:17][CH2:18]3)[cH:25][cH:24][cH:23]2)[cH:7][cH:8]1)([F:12])[F:13]. Starting materials: C(#N)C=1C=C(C=CC1CC1=C(C=C(C=C1)C(F)(F)F)C1=CN=NC=C1)S(=O)(=O)N(C1=NC=NS1)CC1=C(C=C(C=C1)OC)OC (3-Cyano-N-(2,4-dimethoxybenzyl)-4-[2-pyridazin-4-yl-4-(trifluoromethyl)benzyl]-N-1,2,4-thiadiazol-5-ylbenzenesulfonamide), FC(C(=O)O)(F)F (Trifluoroacetic acid). The solvent is ClCCl (dichloromethane), ClCCl (dichloromethane). Reaction conditions: temperature 0 celsius, time 2 hour. Yields the product C(#N)C=1C=C(C=CC1CC1=C(C=C(C=C1)C(F)(F)F)C1=CN=NC=C1)S(=O)(=O)NC1=NC=NS1 (3-Cyano-4-[2-pyridazin-4-yl-4-(trifluoromethyl)benzyl]-N-1,2,4-thiadiazol-5-ylbenzenesulfonamide). RXN SMILES: [C:1]([C:3]1[CH:4]=[C:5]([S:26]([N:29](CC2C=CC(OC)=CC=2OC)[C:30]2[S:34][N:33]=[CH:32][N:31]=2)(=[O:28])=[O:27])[CH:6]=[CH:7][C:8]=1[CH2:9][C:10]1[CH:15]=[CH:14][C:13]([C:16]([F:19])([F:18])[F:17])=[CH:12][C:11]=1[C:20]1[CH:25]=[CH:24][N:23]=[N:22][CH:21]=1)#[N:2].FC(F)(F)C(O)=O>ClCCl>[C:1]([C:3]1[CH:4]=[C:5]([S:26]([NH:29][C:30]2[S:34][N:33]=[CH:32][N:31]=2)(=[O:27])=[O:28])[CH:6]=[CH:7][C:8]=1[CH2:9][C:10]1[CH:15]=[CH:14][C:13]([C:16]([F:18])([F:17])[F:19])=[CH:12][C:11]=1[C:20]1[CH:25]=[CH:24][N:23]=[N:22][CH:21]=1)#[N:2]. Procedure: 3-Cyano-N-(2,4-dimethoxybenzyl)-4-[2-pyridazin-4-yl-4-(trifluoromethyl)benzyl]-N-1,2,4-thiadiazol-5-ylbenzenesulfonamide (Preparation 34, 54 mg, 0.083 mmol) was dissolved in dichloromethane (0.75 mL) and cooled to 0° C. Trifluoroacetic acid (32 μL, 0.41 mmol) was added as a solution in dichloromethane (0.25 mL) and the reaction stirred for 2 hours warming slowly to room temperature. The solvent was removed in vacuo and the residue re-dissolved in methanol. Once again the solvent was removed in v...